Dataset: the Open Reaction Database (ORD), a public repository of structured organic reaction records. Task: describe an organic reaction: reactants, conditions, products, and yield Reported procedure: Compound 450 was prepared from 4-morpholinoaniline and 4-(5-cyano-1H-benzimidazol-2-yl)benzoate by standard conditions. [M+H]+ calcd for C25H21N5O2: 424.18; found: 423.95. Reactants: O1CCN(CC1)C1=CC=C(N)C=C1 (4-morpholinoaniline), C(#N)C1=CC2=C(NC(=N2)C2=CC=C(C(=O)[O-])C=C2)C=C1 (4-(5-cyano-1H-benzimidazol-2-yl)benzoate). Yields the product C(#N)C1=CC2=C(NC(=N2)C2=CC=C(C(=O)NC3=CC=C(C=C3)N3CCOCC3)C=C2)C=C1 (4-(5-Cyano-1H-benzimidazol-2-yl)-N-(4-morpholinophenyl)benzamide). RXN SMILES: [O:1]1[CH2:6][CH2:5][N:4]([C:7]2[CH:13]=[CH:12][C:10]([NH2:11])=[CH:9][CH:8]=2)[CH2:3][CH2:2]1.[C:14]([C:16]1[CH:33]=[CH:32][C:19]2[NH:20][C:21]([C:23]3[CH:31]=[CH:30][C:26]([C:27]([O-])=[O:28])=[CH:25][CH:24]=3)=[N:22][C:18]=2[CH:17]=1)#[N:15]>>[C:14]([C:16]1[CH:33]=[CH:32][C:19]2[NH:20][C:21]([C:23]3[CH:31]=[CH:30][C:26]([C:27]([NH:11][C:10]4[CH:12]=[CH:13][C:7]([N:4]5[CH2:3][CH2:2][O:1][CH2:6][CH2:5]5)=[CH:8][CH:9]=4)=[O:28])=[CH:25][CH:24]=3)=[N:22][C:18]=2[CH:17]=1)#[N:15]. Starting materials: CI (Methyl iodide), ClC1=CC(=C(C=N1)C1=NN=C(O1)S)NC(C)C (5-(6-chloro-4-(isopropylamino)pyridin-3-yl)-1,3,4-oxadiazole-2-thiol). The solvent is CO (MeOH). Reaction conditions: time 8 hour. Product: ClC1=NC=C(C(=C1)NC(C)C)C=1OC(=NN1)SC (2-chloro-N-isopropyl-5-(5-(methylthio)-1,3,4-oxadiazol-2-yl)pyridin-4-amine). Reaction SMILES: [CH3:1]I.[Cl:3][C:4]1[N:9]=[CH:8][C:7]([C:10]2[O:14][C:13]([SH:15])=[N:12][N:11]=2)=[C:6]([NH:16][CH:17]([CH3:19])[CH3:18])[CH:5]=1>CO>[Cl:3][C:4]1[CH:5]=[C:6]([NH:16][CH:17]([CH3:19])[CH3:18])[C:7]([C:10]2[O:14][C:13]([S:15][CH3:1])=[N:12][N:11]=2)=[CH:8][N:9]=1. Procedure details: Methyl iodide (22 mmol, 2 equiv.) was added to a solution of 5-(6-chloro-4-(isopropylamino)pyridin-3-yl)-1,3,4-oxadiazole-2-thiol (42) (1.5 g, 5.5 mmol) in MeOH (10 mL). The reaction mixture was stirred overnight at room temperature. The reaction mass was concentrated under reduced pressure. The crude material obtained was purified by column chromatography through silica gel and MeOH: DCM as eluent to furnish the desired compound, 2-chloro-N-isopropyl-5-(5-(methylthio)-1,3,4-oxadiazol-2-yl)pyrid... The reactants are ClC1=CC=C(C=C1)C(C=C)(O)C=1C=NC=CC1 (1-(4-Chlorophenyl)-1-(3-pyridyl)-2-propen-1-ol), [OH-].[Na+] (sodium hydroxide). Solvent: S(O)(O)(=O)=O (sulfuric acid). The product is ClC1=CC=C(C=C1)C(=CCO)C=1C=NC=CC1 (3-(4-Chlorophenyl)-3-(3-pyridyl)-2-propen-1-ol). RXN SMILES: [Cl:1][C:2]1[CH:7]=[CH:6][C:5]([C:8]([C:12]2[CH:13]=[N:14][CH:15]=[CH:16][CH:17]=2)(O)[CH:9]=[CH2:10])=[CH:4][CH:3]=1.[OH-:18].[Na+]>S(=O)(=O)(O)O>[Cl:1][C:2]1[CH:7]=[CH:6][C:5]([C:8]([C:12]2[CH:13]=[N:14][CH:15]=[CH:16][CH:17]=2)=[CH:9][CH2:10][OH:18])=[CH:4][CH:3]=1 |f:1.2|. Reported procedure: 1-(4-Chlorophenyl)-1-(3-pyridyl)-2-propen-1-ol (0.33 g) was stirred in 25 ml 2 M sulfuric acid overnight at 50° C. The reaction mixture was made alkaline with 45% sodium hydroxide and extracted with ether. The ethereal layer was dried (MgSO4) and evaporated to give 0.30 g of the title compound as an oil. 1H NMR (CDCl3) revealed an approximate Z/E ratio of 60/40:δ3.8 (Br, OH), 4.20 and 4.25 (two doublets, allyl), 6.37 and 6.30 (two triplets, vinyl), 6.9-7.6 (aromatic) and 8.3-8.6 (multiplet, 2,6-... Starting materials: C1CCOC1, CC(C)(C)[O-], Fc1cc(-n2ccc3cnc(Cl)nc32)cc(F)c1CN1CCOCC1, [K+], CN1CCN(C(=O)c2ccc(N)cc2)CC1. Product: CN1CCN(C(=O)c2ccc(Nc3ncc4ccn(-c5cc(F)c(CN6CCOCC6)c(F)c5)c4n3)cc2)CC1. RXN SMILES: [CH2:48]1[O:49][CH2:50][CH2:51][CH2:52]1.[CH3:42][C:43]([CH3:44])([O-:45])[CH3:46].[Cl:1][c:2]1[n:3][cH:4][c:5]2[c:6]([n:7]1)[n:8](-[c:11]1[cH:12][c:13]([F:25])[c:14]([CH2:18][N:19]3[CH2:20][CH2:21][O:22][CH2:23][CH2:24]3)[c:15]([F:17])[cH:16]1)[cH:9][cH:10]2.[K+:47].[NH2:26][c:27]1[cH:28][cH:29][c:30]([C:33](=[O:34])[N:35]2[CH2:36][CH2:37][N:38]([CH3:41])[CH2:39][CH2:40]2)[cH:31][cH:32]1>>[c:2]1([NH:26][c:27]2[cH:28][cH:29][c:30]([C:33](=[O:34])[N:35]3[CH2:36][CH2:37][N:38]([CH3:41])[CH2:39][CH2:40]3)[cH:31][cH:32]2)[n:3][cH:4][c:5]2[c:6]([n:7]1)[n:8](-[c:11]1[cH:12][c:13]([F:25])[c:14]([CH2:18][N:19]3[CH2:20][CH2:21][O:22][CH2:23][CH2:24]3)[c:15]([F:17])[cH:16]1)[cH:9][cH:10]2. The reactants are C(C)(C)(C)OC(N(C(C(=O)NC1=NC(=C(C=C1)C1=C(N=C2N1C=CC=C2)C)C#C[Si](C(C)C)(C(C)C)C(C)C)C)C)=O (tert-butyl-N-methyl-N-[1-[[5-(2-methylimidazo[1,2-a]pyridin-3-yl)-6-[2-tri-(propan-2-yl)silylethynyl]pyridin-2-yl]-amino]-1-oxopropan-2-yl]carbamate), C1CCOC1 (THF), [F-].C(CCC)[N+](CCCC)(CCCC)CCCC (tetrabutylammonium fluoride). Solvent: C(Cl)Cl (DCM). Conditions: time 15 minute. The product is C(C)(C)(C)OC(N(C)C(C(=O)NC1=NC(=C(C=C1)C1=C(N=C2N1C=CC=C2)C)C#C)C)=O (tert-butyl-N-[1-[[6-ethynyl-5-(2-methylimidazo[1,2-a]pyridin-3-yl)pyridin-2-yl]amino]-1-oxopropan-2-yl]-N-methylcarbamate). Reaction SMILES: [C:1]([O:5][C:6](=[O:42])[N:7]([CH3:41])[CH:8]([CH3:40])[C:9]([NH:11][C:12]1[CH:17]=[CH:16][C:15]([C:18]2[N:22]3[CH:23]=[CH:24][CH:25]=[CH:26][C:21]3=[N:20][C:19]=2[CH3:27])=[C:14]([C:28]#[C:29][Si](C(C)C)(C(C)C)C(C)C)[N:13]=1)=[O:10])([CH3:4])([CH3:3])[CH3:2].C1COCC1.[F-].C([N+](CCCC)(CCCC)CCCC)CCC>C(Cl)Cl>[C:1]([O:5][C:6](=[O:42])[N:7]([CH:8]([CH3:40])[C:9]([NH:11][C:12]1[CH:17]=[CH:16][C:15]([C:18]2[N:22]3[CH:23]=[CH:24][CH:25]=[CH:26][C:21]3=[N:20][C:19]=2[CH3:27])=[C:14]([C:28]#[CH:29])[N:13]=1)=[O:10])[CH3:41])([CH3:4])([CH3:3])[CH3:2] |f:2.3|. Procedure: A mixture of tert-butyl-N-methyl-N-[1-[[5-(2-methylimidazo[1,2-a]pyridin-3-yl)-6-[2-tri-(propan-2-yl)silylethynyl]pyridin-2-yl]-amino]-1-oxopropan-2-yl]carbamate E1k (16.7 g, 28.3 mmol), THF (200 ml) and tetrabutylammonium fluoride (1 mol/l solution in THF, 34 ml, 34 mmol) is stirred at RT for 15 minutes. The mixture is diluted with DCM and extracted with a saturated aqueous solution of NaHCO3. The combined organic layers are dried over MgSO4 and concentrated in vacuo. The mixture is concentrate...